This data is from the Open Reaction Database (ORD), a public repository of structured organic reaction records. The task is: describe an organic reaction: reactants, conditions, products, and yield The reactants are FC(C(C(=S)Cl)CC(C)=O)(F)F (2-trifluoromethyl-3-acetylthiopropionyl chloride), N[C@@H](CC(=O)O)C(=O)O (L-aspartic acid), CN(C=O)C (dimethylformamide), C[Si](C)(C)N(C(C(F)(F)F)=O)[Si](C)(C)C (bis(trimethylsilyl)trifluoroacetamide). Run in C(C)#N (acetonitrile), C(C)#N (acetonitrile). Reaction conditions: temperature 0 celsius. The product is C(C)(=O)SCC(C(=O)N[C@@H](CC(=O)O)C(=O)O)C(F)(F)F (N-[2-[(Acetylthio)methyl]-3,3,3-trifluoro-1-oxopropyl]-L-aspartic acid). RXN SMILES: [NH2:1][C@H:2]([C:7]([OH:9])=[O:8])[CH2:3][C:4]([OH:6])=[O:5].C[Si](N([Si](C)(C)C)[C:15](=[O:20])[C:16](F)(F)F)(C)C.CN(C)[CH:27]=[O:28].[F:30][C:31]([F:41])([F:40])[CH:32](CC(=O)C)[C:33](Cl)=[S:34]>C(#N)C>[C:15]([S:34][CH2:33][CH:32]([C:31]([F:30])([F:40])[F:41])[C:27]([NH:1][C@H:2]([C:7]([OH:9])=[O:8])[CH2:3][C:4]([OH:6])=[O:5])=[O:28])(=[O:20])[CH3:16]. Procedure: A stirred suspension of L-aspartic acid (2.66 g., 20 mmol.) in 35 mL of dry acetonitrile under argon was cooled to 0° C. and bis(trimethylsilyl)trifluoroacetamide (10.62 mL, 40 mmol) was added. The reaction mixture was allowed to stir and gradually warmed to room temperature overnight, and then 5 mL of dimethylformamide was added and the mixture was stirred for 2 hours. The resultant clear, light yellow solution was cooled to 5° C. and 2-trifluoromethyl-3-acetylthiopropionyl chloride (4.69 g., 2... Reactants: solution, [F-].C(CCC)[N+](CCCC)(CCCC)CCCC (tetra-n-butylammonium fluoride), BrC1=CC=C(OCC(=O)NC[C@H](O[Si](CC)(CC)CC)C2=CC(=C(C=C2)OCOCC[Si](C)(C)C)N(COCC[Si](C)(C)C)S(=O)(=O)C)C=C1 (2-(4-bromophenoxy)-N—((R)-2-{3-[methanesulfonyl(2-trimethylsilylethoxymethyl)amino]-4-(2-trimethylsilylethoxymethoxy)phenyl}-2-triethylsilyloxyethyl)acetamide), solution, [F-].C(CCC)[N+](CCCC)(CCCC)CCCC (tetra-n-butylammonium fluoride). Solvent: O1CCCC1 (tetrahydrofuran). Reaction conditions: time 2.5 hour. Yields the product BrC1=CC=C(OCC(=O)NC[C@@H](C2=CC(=C(C=C2)OCOCC[Si](C)(C)C)N(COCC[Si](C)(C)C)S(=O)(=O)C)O)C=C1 (2-(4-Bromophenoxy)-N—((R)-2-hydroxy-2-{3-[methanesulfonyl-(2-trimethylsilylethoxymethyl)amino]-4-(2-trimethylsilylethoxymethoxy)phenyl}ethyl)acetamide). The yield is 83.6%. RXN SMILES: [F-].C([N+](CCCC)(CCCC)CCCC)CCC.[Br:19][C:20]1[CH:68]=[CH:67][C:23]([O:24][CH2:25][C:26]([NH:28][CH2:29][C@@H:30]([C:39]2[CH:44]=[CH:43][C:42]([O:45][CH2:46][O:47][CH2:48][CH2:49][Si:50]([CH3:53])([CH3:52])[CH3:51])=[C:41]([N:54]([S:63]([CH3:66])(=[O:65])=[O:64])[CH2:55][O:56][CH2:57][CH2:58][Si:59]([CH3:62])([CH3:61])[CH3:60])[CH:40]=2)[O:31][Si](CC)(CC)CC)=[O:27])=[CH:22][CH:21]=1>O1CCCC1>[Br:19][C:20]1[CH:21]=[CH:22][C:23]([O:24][CH2:25][C:26]([NH:28][CH2:29][C@H:30]([OH:31])[C:39]2[CH:44]=[CH:43][C:42]([O:45][CH2:46][O:47][CH2:48][CH2:49][Si:50]([CH3:53])([CH3:52])[CH3:51])=[C:41]([N:54]([S:63]([CH3:66])(=[O:65])=[O:64])[CH2:55][O:56][CH2:57][CH2:58][Si:59]([CH3:60])([CH3:61])[CH3:62])[CH:40]=2)=[O:27])=[CH:67][CH:68]=1 |f:0.1|. Reported procedure: A 1 mol/L solution of tetra-n-butylammonium fluoride (2.6 mL) was added to a solution of 2-(4-bromophenoxy)-N—((R)-2-{3-[methanesulfonyl(2-trimethylsilylethoxymethyl)amino]-4-(2-trimethylsilylethoxymethoxy)phenyl}-2-triethylsilyloxyethyl)acetamide (2.37 g) in tetrahydrofuran (8 mL), and the mixture was stirred at room temperature for 2.5 hrs. A 1 mol/L solution of tetra-n-butylammonium fluoride (0.67 mL) was added to the reaction mixture, and the mixture was stirred at room temperature for 12 hr... Reactants: B1(N2CCC[C@@H]2C(O1)(C3=CC=CC=C3)C4=CC=CC=C4)C ((R)-2-methyl-CBS-oxazaborolidine), COC(=O)C1=CC=2CCC[C@@H](C2C=C1)O (5(S)-Hydroxy-5,6,7,8-tetrahydro-naphthalene-2-carboxylic acid methyl ester), COC(=O)C1=CC=2CCCC(C2C=C1)=O (5-oxo-5,6,7,8-tetrahydro-naphth-alene-2-carboxylic acid methyl ester), CO (MeOH), BH3—SMe2. The solvent is C1(=CC=CC=C1)C (toluene), C1(=CC=CC=C1)C (Toluene), C1CCOC1 (THF). Conditions: temperature -10 celsius. Product: N[C@H]1C=2C=CC(=CC2CCC1)CO ((5(R)-Amino-5,6,7,8-tetrahydro-naphthalen-2-yl)-methanol). RXN SMILES: C[O:2][C:3]([C:5]1[CH:14]=[CH:13][C:12]2[C@@H:11](O)[CH2:10][CH2:9][CH2:8][C:7]=2[CH:6]=1)=O.B1(C)OC(C2C=CC=CC=2)(C2C=CC=CC=2)[C@@H]2[N:17]1CCC2.COC(C1C=CC2C(=O)CCCC=2C=1)=O.CO>C1(C)C=CC=CC=1.C1COCC1>[NH2:17][C@@H:11]1[CH2:10][CH2:9][CH2:8][C:7]2[CH:6]=[C:5]([CH2:3][OH:2])[CH:14]=[CH:13][C:12]1=2. Procedure: Preparation 5(S)-Hydroxy-5,6,7,8-tetrahydro-naphthalene-2-carboxylic acid methyl ester: To an oven-dried 2 L round-bottomed flask equipped with an argon inlet/outlet and magnetic stirring was added (R)-2-methyl-CBS-oxazaborolidine (7.4 mL of a 1M soln in toluene, 7.4 mmol, Aldrich). Toluene 190 mL was added and the reaction was cooled in an ice-salt bath (bath temp. =−10° C.). BH3—SMe2 was added (17 mL, 180 mmol, Aldrich), then 5-oxo-5,6,7,8-tetrahydro-naphth-alene-2-carboxylic acid methyl ester... The reactants are CC(=O)O, O=N[O-], Cc1ccc(C(=O)NC2CC2)cc1-c1ccc(-c2nnc(CN)o2)cc1, [Na+], [Na+], [OH-], O. Product: Cc1ccc(C(=O)NC2CC2)cc1-c1ccc(-c2nnc(CO)o2)cc1. As a reaction SMILES: [C:34]([OH:35])(=[O:36])[CH3:37].[N:27](=[O:28])[O-:29].[NH2:1][CH2:2][c:3]1[n:4][n:5][c:6](-[c:8]2[cH:9][cH:10][c:11](-[c:14]3[cH:15][c:16]([C:21](=[O:22])[NH:23][CH:24]4[CH2:25][CH2:26]4)[cH:17][cH:18][c:19]3[CH3:20])[cH:12][cH:13]2)[o:7]1.[Na+:30].[Na+:32].[OH-:31].[OH2:33]>>[CH2:2]([c:3]1[n:4][n:5][c:6](-[c:8]2[cH:9][cH:10][c:11](-[c:14]3[cH:15][c:16]([C:21](=[O:22])[NH:23][CH:24]4[CH2:25][CH2:26]4)[cH:17][cH:18][c:19]3[CH3:20])[cH:12][cH:13]2)[o:7]1)[OH:28]. Reactants: [H-].[Na+] (sodium hydride), ClC1=C(C=CC(=C1Cl)OC)S (2,3-dichloro-4-methoxythiophenol), BrC(C(=O)O)C(C)C (α-bromoisovaleric acid). Run in CN(C=O)C (dimethylformamide), CN(C=O)C (dimethylformamide), O (water). Run at time 12 minute. Yields the product ClC1=C(C=CC(=C1Cl)OC)SC(C(=O)O)C(C)C (α-(2,3-dichloro-4-methoxyphenylthio)isovaleric acid). Yield: 80.5%. RXN SMILES: [H-].[Na+].[Cl:3][C:4]1[C:9]([Cl:10])=[C:8]([O:11][CH3:12])[CH:7]=[CH:6][C:5]=1[SH:13].Br[CH:15]([CH:19]([CH3:21])[CH3:20])[C:16]([OH:18])=[O:17]>CN(C)C=O.O>[Cl:3][C:4]1[C:9]([Cl:10])=[C:8]([O:11][CH3:12])[CH:7]=[CH:6][C:5]=1[S:13][CH:15]([CH:19]([CH3:21])[CH3:20])[C:16]([OH:18])=[O:17] |f:0.1|. Reported procedure: To 3.13 g of 99% sodium hydride under nitrogen at room temperature is added a solution of 12.26 g of 2,3-dichloro-4-methoxythiophenol in 100 ml of sieve-dried dimethylformamide over 2 minutes. The reaction is stirred for 12 minutes. A solution of 9.56 g of α-bromoisovaleric acid in 85 ml of dimethylformamide is added over 4 minutes. The reaction is stirred at room temperature for 3 hours, cooled in ice, diluted with 500 ml of water and filtered. The solution is cooled and acidified with 3N hydro... Reactants: CC(O[Si](C)(C)C)C1C(=O)N(C(=O)C(=O)OCc2ccc([N+](=O)[O-])cc2)C1CC(=O)C1=CCN(C(=O)OCc2ccccc2)CC1, Cc1ccccc1, Oc1ccc(O)cc1, CCOP(OCC)OCC. Product: CC(O[Si](C)(C)C)C1C(=O)N2C(C(=O)OCc3ccc([N+](=O)[O-])cc3)=C(C3=CCN(C(=O)OCc4ccccc4)CC3)CC12. As a reaction SMILES: [CH2:1]([c:2]1[cH:3][cH:4][cH:5][cH:6][cH:7]1)[O:8][C:9](=[O:10])[N:11]1[CH2:12][CH2:13][C:14]([C:17]([CH2:18][CH:19]2[CH:20]([CH:39]([CH3:40])[O:41][Si:42]([CH3:43])([CH3:44])[CH3:45])[C:21](=[O:38])[N:22]2[C:23]([C:24](=[O:25])[O:26][CH2:27][c:28]2[cH:29][cH:30][c:31]([N+:34](=[O:35])[O-:36])[cH:32][cH:33]2)=[O:46])=[O:37])=[CH:15][CH2:16]1.[CH3:65][c:66]1[cH:67][cH:68][cH:69][cH:70][cH:71]1.[OH:57][c:58]1[cH:59][cH:60][c:61]([OH:62])[cH:63][cH:64]1.[P:47]([O:48][CH2:49][CH3:50])([O:51][CH2:52][CH3:53])[O:54][CH2:55][CH3:56]>>[CH2:1]([c:2]1[cH:3][cH:4][cH:5][cH:6][cH:7]1)[O:8][C:9](=[O:10])[N:11]1[CH2:12][CH2:13][C:14]([C:17]2=[C:23]([C:24](=[O:25])[O:26][CH2:27][c:28]3[cH:29][cH:30][c:31]([N+:34](=[O:35])[O-:36])[cH:32][cH:33]3)[N:22]3[CH:19]([CH2:18]2)[CH:20]([CH:39]([CH3:40])[O:41][Si:42]([CH3:43])([CH3:44])[CH3:45])[C:21]3=[O:38])=[CH:15][CH2:16]1.